From a dataset of the Open Reaction Database (ORD), a public repository of structured organic reaction records. describe an organic reaction: reactants, conditions, products, and yield Reactants: CCOP(=O)(OCC)C(N(Cc1ccccc1)Cc1ccccc1)P(=O)(OCC)OCC, CCO. Product: CCOP(=O)(OCC)C(N)P(=O)(OCC)OCC. As a reaction SMILES: [CH2:1]([N:8]([CH2:2][c:3]1[cH:4][cH:5][cH:6][cH:7][cH:9]1)[CH:16]([P:17]([O:18][CH2:19][CH3:20])(=[O:21])[O:22][CH2:23][CH3:24])[P:25]([O:26][CH2:27][CH3:28])(=[O:29])[O:30][CH2:31][CH3:32])[c:10]1[cH:11][cH:12][cH:13][cH:14][cH:15]1.[CH3:33][CH2:34][OH:35]>>[NH2:8][CH:16]([P:17]([O:18][CH2:19][CH3:20])(=[O:21])[O:22][CH2:23][CH3:24])[P:25]([O:26][CH2:27][CH3:28])(=[O:29])[O:30][CH2:31][CH3:32].